Dataset: the Open Reaction Database (ORD), a public repository of structured organic reaction records. Task: describe an organic reaction: reactants, conditions, products, and yield Reactants: N(=O)[O-].[Na+] (NaNO2), Ice, ClC=1C(=C(C(=C(C1)C)C)NC(C)=O)OC (N-(3-Chloro-2-methoxy-5,6-dimethyl-phenyl)-acetamide), Cl (HCl). Run in O (water), CC(=O)O (HOAc). Conditions: temperature 0 celsius, time 45 minute. The product is ClC1=CC(=C2C=NNC2=C1OC)C (6-chloro-7-methoxy-4-methyl-1H-indazole). As a reaction SMILES: [Cl:1][C:2]1[C:3]([O:14][CH3:15])=[C:4]([NH:10]C(=O)C)[C:5]([CH3:9])=[C:6]([CH3:8])[CH:7]=1.Cl.[N:17]([O-])=O.[Na+]>CC(O)=O.O>[Cl:1][C:2]1[C:3]([O:14][CH3:15])=[C:4]2[C:5]([CH:9]=[N:17][NH:10]2)=[C:6]([CH3:8])[CH:7]=1 |f:2.3|. Procedure: N-(3-Chloro-2-methoxy-5,6-dimethyl-phenyl)-acetamide (3.36 g, 17.4 mmol) is dissolved in HOAc (75 mL) and conc. HCl (30 mL) in a 1 L round bottom flask. The reaction is cooled to 0° C. with an ice/salt bath. Although some starting material crystallizes, a solution of NaNO2 (5.9 g, 86 mmol) in water (25 mL) is added portion-wise over 5 min. All material goes into solution and the reacion is stoppered and stirred 45 min. HPLC shows very little sm. Ice cold water (800 mL) is was added slowly and th... The reactants are O=C1SC2=C(N1)C=CC(=C2)NC(C(=O)O)=O (N-(2-oxo-2,3-dihydro-benzothiazole-6-yl)-oxalamic acid), C(C1=CC=CC=C1)C1CCNCC1 (4-benzylpiperidine). Run in C(C)OCC (diethylether). The product is C(C1=CC=CC=C1)C1CCN(CC1)C(C(=O)NC1=CC2=C(NC(S2)=O)C=C1)=O (2-(4-Benzyl-piperidin-1-yl)-2-oxo-N-(2-oxo-2,3-dihydro-benzothiazol-6-yl)-acetamide). Reaction SMILES: [O:1]=[C:2]1[NH:6][C:5]2[CH:7]=[CH:8][C:9]([NH:11][C:12](=[O:16])[C:13]([OH:15])=O)=[CH:10][C:4]=2[S:3]1.[CH2:17]([CH:24]1[CH2:29][CH2:28][NH:27][CH2:26][CH2:25]1)[C:18]1[CH:23]=[CH:22][CH:21]=[CH:20][CH:19]=1>C(OCC)C>[CH2:17]([CH:24]1[CH2:29][CH2:28][N:27]([C:13](=[O:15])[C:12]([NH:11][C:9]2[CH:8]=[CH:7][C:5]3[NH:6][C:2](=[O:1])[S:3][C:4]=3[CH:10]=2)=[O:16])[CH2:26][CH2:25]1)[C:18]1[CH:23]=[CH:22][CH:21]=[CH:20][CH:19]=1. Procedure details: The title compound is prepared from N-(2-oxo-2,3-dihydro-benzothiazole-6-yl)-oxalamic acid and 4-benzylpiperidine according to the method described in Example 1c. Melting Point: 201-203° C. (diethylether) Starting materials: CN1CCCC1=O, CO, O=C(Cl)Oc1ccccc1, O=C(O)C(F)(F)F, NC1CCN(c2nc(NCC(c3ccccc3)c3ccccc3)c3ncn(C4CC(NC(=O)CO)C(O)C4O)c3n2)C1, NCc1cccc(O)c1. Yields the product O=C(O)C(F)(F)F, O=C(CO)NC1CC(n2cnc3c(NCC(c4ccccc4)c4ccccc4)nc(N4CCC(NC(=O)NCc5cccc(O)c5)C4)nc32)C(O)C1O. Reaction SMILES: [CH3:69][N:70]1[CH2:71][CH2:72][CH2:73][C:74]1=[O:75].[CH3:76][OH:77].[Cl:50][C:51](=[O:52])[O:53][c:54]1[cH:55][cH:56][cH:57][cH:58][cH:59]1.[F:1][C:2]([C:3](=[O:4])[OH:5])([F:6])[F:7].[NH2:8][CH:9]1[CH2:10][N:11]([c:14]2[n:15][c:16]([NH:35][CH2:36][CH:37]([c:38]3[cH:39][cH:40][cH:41][cH:42][cH:43]3)[c:44]3[cH:45][cH:46][cH:47][cH:48][cH:49]3)[c:17]3[n:18][cH:19][n:20]([CH:23]4[CH:24]([OH:34])[CH:25]([OH:33])[CH:26]([NH:28][C:29]([CH2:30][OH:31])=[O:32])[CH2:27]4)[c:21]3[n:22]2)[CH2:12][CH2:13]1.[OH:60][c:61]1[cH:62][c:63]([CH2:64][NH2:65])[cH:66][cH:67][cH:68]1>>[F:1][C:2]([C:3](=[O:4])[OH:5])([F:6])[F:7].[NH:8]([CH:9]1[CH2:10][N:11]([c:14]2[n:15][c:16]([NH:35][CH2:36][CH:37]([c:38]3[cH:39][cH:40][cH:41][cH:42][cH:43]3)[c:44]3[cH:45][cH:46][cH:47][cH:48][cH:49]3)[c:17]3[n:18][cH:19][n:20]([CH:23]4[CH:24]([OH:34])[CH:25]([OH:33])[CH:26]([NH:28][C:29]([CH2:30][OH:31])=[O:32])[CH2:27]4)[c:21]3[n:22]2)[CH2:12][CH2:13]1)[C:51](=[O:52])[NH:65][CH2:64][c:63]1[cH:62][c:61]([OH:60])[cH:68][cH:67][cH:66]1.